Task: describe an organic reaction: reactants, conditions, products, and yield. Dataset: the Open Reaction Database (ORD), a public repository of structured organic reaction records Starting materials: CC#N, CCOCC, F[N+]12CC[N+](F)(CC1)CC2, CCOC(=O)C([Na])(C(=O)OCC)c1ccccc1, C1CCOC1, O=S(=O)([O-])C(F)(F)F, O=S(=O)([O-])C(F)(F)F. Yields the product CCOC(=O)C(F)(C(=O)OCC)c1ccccc1. Reaction SMILES: [CH3:50][C:51]#[N:52].[CH3:53][CH2:54][O:55][CH2:56][CH3:57].[F:40][N+:41]12[CH2:42][CH2:43][N+:44]([F:45])([CH2:46][CH2:47]1)[CH2:48][CH2:49]2.[Na:1][C:2]([C:3](=[O:4])[O:5][CH2:6][CH3:7])([C:8](=[O:9])[O:10][CH2:11][CH3:12])[c:13]1[cH:14][cH:15][cH:16][cH:17][cH:18]1.[O:19]1[CH2:20][CH2:21][CH2:22][CH2:23]1.[S:24]([O-:25])([C:26]([F:27])([F:28])[F:29])(=[O:30])=[O:31].[S:32]([O-:33])([C:34]([F:35])([F:36])[F:37])(=[O:38])=[O:39]>>[C:2]([C:3](=[O:4])[O:5][CH2:6][CH3:7])([C:8](=[O:9])[O:10][CH2:11][CH3:12])([c:13]1[cH:14][cH:15][cH:16][cH:17][cH:18]1)[F:28]. Starting materials: C(C)(C)N(C(C)C)CC (N,N-diisopropylethylamine), CC(C)(C)N(C([O-])=O)[C@@H]1CC[C@H](CC1)N (1,1-dimethylethyl(trans-4-aminocyclohexyl)carbamate), C(C)(=O)O[C@H]1[C@@H](O[C@@H]([C@H]1OC(C)=O)C=1N=NN(N1)CC)N1C2=NC(=NC(=C2N=C1)Cl)Cl ((2R,3R,4R,5R)-2-(2,6-dichloro-9H-purin-9-yl)-5-(2-ethyl-2H-tetrazol-5-yl)tetrahydrofuran-3,4-diyl diacetate), CC(C)O (propan-2-ol). Conditions: temperature 65 celsius, time 24 hour. The product is C(C)(=O)O[C@H]1[C@@H](O[C@@H]([C@H]1OC(C)=O)C=1N=NN(N1)CC)N1C2=NC(=NC(=C2N=C1)N[C@@H]1CC[C@H](CC1)NC(=O)OC(C)(C)C)Cl ((2R,3R,4R,5R)-2-(2-Chloro-6-{[trans-4-({[(1,1-dimethylethyl)oxy]carbonyl}amino)cyclohexyl]amino}-9H-purin-9-yl)-5-(2-ethyl-2H-tetrazol-5-yl)tetrahydrofuran-3,4-diyl diacetate). Reaction SMILES: [C:1]([O:4][C@@H:5]1[C@H:9]([O:10][C:11](=[O:13])[CH3:12])[C@@H:8]([C:14]2[N:15]=[N:16][N:17]([CH2:19][CH3:20])[N:18]=2)[O:7][C@H:6]1[N:21]1[CH:29]=[N:28][C:27]2[C:22]1=[N:23][C:24]([Cl:31])=[N:25][C:26]=2Cl)(=[O:3])[CH3:2].C(N(CC)[CH:36]([CH3:38])[CH3:37])(C)C.CC([N:45]([C@H:49]1[CH2:54][CH2:53][C@H:52]([NH2:55])[CH2:51][CH2:50]1)[C:46](=[O:48])[O-:47])(C)C.[CH3:56]C(O)C>>[C:1]([O:4][C@@H:5]1[C@H:9]([O:10][C:11](=[O:13])[CH3:12])[C@@H:8]([C:14]2[N:15]=[N:16][N:17]([CH2:19][CH3:20])[N:18]=2)[O:7][C@H:6]1[N:21]1[CH:29]=[N:28][C:27]2[C:22]1=[N:23][C:24]([Cl:31])=[N:25][C:26]=2[NH:55][C@H:52]1[CH2:51][CH2:50][C@H:49]([NH:45][C:46]([O:47][C:36]([CH3:38])([CH3:56])[CH3:37])=[O:48])[CH2:54][CH2:53]1)(=[O:3])[CH3:2]. Reported procedure: To stirred (2R,3R,4R,5R)-2-(2,6-dichloro-9H-purin-9-yl)-5-(2-ethyl-2H-tetrazol-5-yl)tetrahydrofuran-3,4-diyl diacetate (ref WO98/28319A1) (15 g) in propan-2-ol (100 ml) was added N,N-diisopropylethylamine (7.7 ml) and 1,1-dimethylethyl(trans-4-aminocyclohexyl)carbamate (6.82 g). The mixture was stirred at 65° C. for 24 h before cooling to room temperature and concentrating in vacuo. The crude product was purified by column chromatography (silica) eluting with 30% cyclohexane in ethyl acetate. Th... The reactants are C1(CCCCC1)C(CC(=O)C1=C(C=CC(=C1)F)O)CC(=O)C=1OC=CC1 (3-cyclohexyl-1-(2-hydroxy-5-fluorophenyl)-5-(furan-2-yl)-1,5-pentanedione), resin, NH4OAc, CC(=O)O (AcOH), CN(C=O)C (dimethylformamide). Run at temperature 100 celsius. The product is C1(CCCCC1)C1=CC(=NC(=C1)C=1OC=CC1)C1=C(C=CC(=C1)F)O (2-(4-cyclohexyl-6-furan-2-yl-pyridin-2-yl)-4-fluoro-phenol). As a reaction SMILES: [CH:1]1([CH:7]([CH2:19][C:20]([C:22]2[O:23][CH:24]=[CH:25][CH:26]=2)=O)[CH2:8][C:9]([C:11]2[CH:16]=[C:15]([F:17])[CH:14]=[CH:13][C:12]=2[OH:18])=O)[CH2:6][CH2:5][CH2:4][CH2:3][CH2:2]1.CC(O)=O.C[N:32](C)C=O>>[CH:1]1([C:7]2[CH:19]=[C:20]([C:22]3[O:23][CH:24]=[CH:25][CH:26]=3)[N:32]=[C:9]([C:11]3[CH:16]=[C:15]([F:17])[CH:14]=[CH:13][C:12]=3[OH:18])[CH:8]=2)[CH2:6][CH2:5][CH2:4][CH2:3][CH2:2]1. Reported procedure: A mixture of 3-cyclohexyl-1-(2-hydroxy-5-fluorophenyl)-5-(furan-2-yl)-1,5-pentanedione on Wang resin (3.2 g, 1.9 mmol), NH4OAc (1.8 g), and AcOH (1.8 mL) in dimethylformamide (45 mL) was heated at 100° C. for 18 h. The resin was filtered, and washed with dimethylformamide (×2) and alternating MeOH and CH2Cl2 (×5), and dried under high vacuum overnight. The dried resin was treated with 50% TFA/CH2Cl2 (15 mL) for 1 h. After filtration of the reaction mixture, the filtrate was concentrated to dryne... Reactants: BrC=1C=CC(=NC1)NN (5-Bromo-2-hydrazinopyridine), C(CC)(=O)C1=CC=CC=C1 (propiophenone). Solvent: C1(=CC=CC=C1)C (toluene). The product is BrC=1C=C2C(=NC1)NC(=C2C)C2=CC=CC=C2 (5-bromo-3-methyl-2-phenylpyrrolo[2.3-b]pyridine). Reaction SMILES: [Br:1][C:2]1[CH:3]=[CH:4][C:5]([NH:8]N)=[N:6][CH:7]=1.[C:10]([C:14]1[CH:19]=[CH:18][CH:17]=[CH:16][CH:15]=1)(=O)[CH2:11][CH3:12]>C1(C)C=CC=CC=1>[Br:1][C:2]1[CH:3]=[C:4]2[C:11]([CH3:12])=[C:10]([C:14]3[CH:19]=[CH:18][CH:17]=[CH:16][CH:15]=3)[NH:8][C:5]2=[N:6][CH:7]=1. Reported procedure: 5-Bromo-2-hydrazinopyridine (15.6 g, 0.083 mol) and propiophenone (11.1 ml) was heated at 90° C. (steam bath) for 30 min. Then toluene (100 ml) was added and the resulting solution was refluxed for 2 h to remove water by azeotropic distillation (Dean Stark apparatus). Evaporation of solvent gave 26.4 g of crude product, assumed to be the desired hydrazone. Crude hydrazone (3.02 g) was dissolved in diethylene glycol (30 ml) and heated at 245° C. under argon for 24 h. The reaction mixture was poor... The reactants are O (water), ClC1=CC=C(C=N1)CC#N (2-(6-chloropyridin-3-yl)acetonitrile), BrCCCCCBr (1,5-dibromopentane), [H-].[Na+] (NaH). Solvent: C1CCOC1.CS(=O)C (THF DMSO). Run at time 45 minute. The product is ClC1=CC=C(C=N1)C1(CCCCC1)C#N (1-(6-chloropyridin-3-yl)cyclohexanecarbonitrile). As a reaction SMILES: [Cl:1][C:2]1[N:7]=[CH:6][C:5]([CH2:8][C:9]#[N:10])=[CH:4][CH:3]=1.Br[CH2:12][CH2:13][CH2:14][CH2:15][CH2:16]Br.[H-].[Na+].O>C1COCC1.CS(C)=O>[Cl:1][C:2]1[N:7]=[CH:6][C:5]([C:8]2([C:9]#[N:10])[CH2:16][CH2:15][CH2:14][CH2:13][CH2:12]2)=[CH:4][CH:3]=1 |f:2.3,5.6|. Reported procedure: To a mixture of 2-(6-chloropyridin-3-yl)acetonitrile (26.2 mmol) and 1,5-dibromopentane (26.2 mmol) in THF/DMSO (1:1, 300 mL) was added NaH (60% in mineral oil, 55.1 mmol) portionwise at 0° C. over 45 min. The mixture was allowed to warm to RT and stirred for 1 h 45 min. The reaction mixture was poured into water and extracted with DCM. The comb. org. layers were washed with brine, dried over MgSO4, and conc. in vacuo. The residue was purified by means of CC (10-80% EtOAc/Hept) to provide a colo...